From a dataset of the Open Reaction Database (ORD), a public repository of structured organic reaction records. describe an organic reaction: reactants, conditions, products, and yield Reaction SMILES: [O:1]1[CH:5]=[CH:4][C:3](/[CH:6]=[CH:7]/[C:8]([O:10][CH3:11])=[O:9])=[CH:2]1>C1COCC1.[Pd]>[O:1]1[CH:5]=[CH:4][C:3]([CH2:6][CH2:7][C:8]([O:10][CH3:11])=[O:9])=[CH:2]1. The product is EtOAc hexanes, O1C=C(C=C1)CCC(=O)OC (Methyl 3-(3-Furanyl)propionate). Run in C1CCOC1 (THF). Starting materials: O1C=C(C=C1)/C=C/C(=O)OC ((E)-Methyl 3-(3-Furanyl)propenoate). Reported procedure: A solution of 11a (2.0 g, 13.15 mmol) in 45 mL dry THF was treated with 10% Pd-C (30.0 mg, 1.5 wt %) at room temperature under a hydrogen atmosphere (balloon) (44 h). The reaction mixture was then filtered through a Celite plug, washed with EtOAc (150 mL), and concentrated in vacuo. SGC chromatotron (SiO2, 4 mm, 10-20% EtOAc/hexanes) afforded 12a (1.89 g, 2.03 g theoretical, 93%). For 12a: 1H NMR (CDCl3, 250 MHz) d 7.29 (br d, 1H, J=1.6 Hz, Fur C5-H), 7.19 (d, 1H, J=1.6 Hz, Fur C2-H), 6.22 (br s... Reagents/catalysts: [Pd] (Pd-C). Yield: 93.2%. Isolated yield 57.7%. Yields the product FC1=CC=C(C=C1)C(C(C(=O)NC=1SC=CN1)(C)C)C1=CC=C(C=C1)N1CCOCC1 (3-(4-Fluorophenyl)-2,2-dimethyl-3-(4-(4-morpholinyl)phenyl)-N-1,3-thiazol-2-ylpropanamide). Conditions: temperature 75 celsius, time 5 minute. Procedure details: To a solution of the acid of Preparation 14a (51 mg, 0.142 mmol) in CH3CN (3 mL) were added 1-[3-(dimethylamino)propyl]-3-ethylcarbodiimide hydrochloride (EDC) (48.3 mg, 0.213 mmol) and 1-hydroxy-7-benzotriazole (HOBt) (34 mg, 0.213 mmol). After stirring for 5 minutes, to the solution were added 4-(4-methyl-naphthalen-1-yl)-thiazol-2-ylamine (50.4 mg, 0.426 mmol) and diisopropylethyl amine (0.742 ml, 0.426 mmol). The reaction was heated at 75° C. for 12 hours. The reaction mixture was filtered, ... Reactants: FC1=CC=C(C=C1)C(C(C(=O)O)(C)C)C1=CC=C(C=C1)N1CCOCC1 (3-(4-fluorophenyl)-2,2-dimethyl-3-(4-morpholinophenyl)propanoic acid), CC1=CC=C(C2=CC=CC=C12)C=1N=C(SC1)N (4-(4-methyl-naphthalen-1-yl)-thiazol-2-ylamine), C(C)(C)N(CC)C(C)C (diisopropylethyl amine), Cl.CN(CCCN=C=NCC)C (1-[3-(dimethylamino)propyl]-3-ethylcarbodiimide hydrochloride), 1-hydroxy-7-benzotriazole. As a reaction SMILES: [F:1][C:2]1[CH:7]=[CH:6][C:5]([CH:8]([C:15]2[CH:20]=[CH:19][C:18]([N:21]3[CH2:26][CH2:25][O:24][CH2:23][CH2:22]3)=[CH:17][CH:16]=2)[C:9]([CH3:14])([CH3:13])[C:10](O)=[O:11])=[CH:4][CH:3]=1.Cl.CN(C)CCCN=C=NCC.CC1C2C(=CC=CC=2)C([C:50]2[N:51]=[C:52]([NH2:55])[S:53][CH:54]=2)=CC=1.C(N(C(C)C)CC)(C)C>CC#N>[F:1][C:2]1[CH:3]=[CH:4][C:5]([CH:8]([C:15]2[CH:20]=[CH:19][C:18]([N:21]3[CH2:22][CH2:23][O:24][CH2:25][CH2:26]3)=[CH:17][CH:16]=2)[C:9]([CH3:14])([CH3:13])[C:10]([NH:55][C:52]2[S:53][CH:54]=[CH:50][N:51]=2)=[O:11])=[CH:6][CH:7]=1 |f:1.2|. Run in CC#N (CH3CN). Reactants: O=C(Cl)c1ccccc1, O=C([O-])O, NNC1=Nc2ccc(Cl)cc2C(c2ccccc2)=NC1, [Na+], C1CCOC1. Yields the product O=C(NNC1=Nc2ccc(Cl)cc2C(c2ccccc2)=NC1)c1ccccc1. As a reaction SMILES: [C:21]([c:22]1[cH:23][cH:24][cH:25][cH:26][cH:27]1)(=[O:28])[Cl:29].[C:30](=[O:31])([OH:32])[O-:33].[Cl:1][c:2]1[cH:3][cH:4][c:5]2[c:6]([cH:20]1)[C:7]([c:14]1[cH:15][cH:16][cH:17][cH:18][cH:19]1)=[N:8][CH2:9][C:10]([NH:12][NH2:13])=[N:11]2.[Na+:34].[O:35]1[CH2:36][CH2:37][CH2:38][CH2:39]1>>[Cl:1][c:2]1[cH:3][cH:4][c:5]2[c:6]([cH:20]1)[C:7]([c:14]1[cH:15][cH:16][cH:17][cH:18][cH:19]1)=[N:8][CH2:9][C:10]([NH:12][NH:13][C:21]([c:22]1[cH:23][cH:24][cH:25][cH:26][cH:27]1)=[O:28])=[N:11]2. Reactants: CNC(NC1(CCNCC1)C1=CC=CC=C1)=O (4-(N'-methylureido)-4-phenylpiperidine), C(#N)[BH3-].[Na+] (sodium cyanoborohydride), C(C)(=O)O (acetic acid), O.O.Cl.C(C1=CC=CC=C1)(=O)N1CC(OCC1)(CCN1CCC(CC1)(NC(=O)N)C1=CC=CC=C1)C1=CC(=C(C=C1)F)F (4-Benzoyl-2-(3,4-difluorophenyl)-2-[2-(4-phenyl-4-ureidopiperid-1-yl)ethyl]morpholine hydrochloride dihydrate). Solvent: CO (MeOH), CO (MeOH), CO (MeOH). Product: O.Cl.C(C1=CC=CC=C1)(=O)N1CC(OCC1)(CCN1CCC(CC1)(C1=CC=CC=C1)NC(=O)NC)C1=CC(=C(C=C1)F)F (4-Benzoyl-2-(3,4-difluorophenyl)-2-[2-[4-(N'-methylureido)-4-phenylpiperid-1-yl]ethyl]morpholine hydrochloride monohydrate). Yield: 73.2%. Reaction SMILES: [CH3:1]NC(=[O:17])NC1(C2C=CC=CC=2)CCNCC1.C(O)(=O)C.O.O.[ClH:24].[C:25]([N:33]1[CH2:38][CH2:37][O:36][C:35]([C:57]2[CH:62]=[CH:61][C:60]([F:63])=[C:59]([F:64])[CH:58]=2)([CH2:39][CH2:40][N:41]2[CH2:46][CH2:45][C:44]([C:51]3[CH:56]=[CH:55][CH:54]=[CH:53][CH:52]=3)([NH:47][C:48]([NH2:50])=[O:49])[CH2:43][CH2:42]2)[CH2:34]1)(=[O:32])[C:26]1[CH:31]=[CH:30][CH:29]=[CH:28][CH:27]=1.C([BH3-])#N.[Na+]>CO>[OH2:17].[ClH:24].[C:25]([N:33]1[CH2:38][CH2:37][O:36][C:35]([C:57]2[CH:62]=[CH:61][C:60]([F:63])=[C:59]([F:64])[CH:58]=2)([CH2:39][CH2:40][N:41]2[CH2:46][CH2:45][C:44]([NH:47][C:48]([NH:50][CH3:1])=[O:49])([C:51]3[CH:52]=[CH:53][CH:54]=[CH:55][CH:56]=3)[CH2:43][CH2:42]2)[CH2:34]1)(=[O:32])[C:26]1[CH:31]=[CH:30][CH:29]=[CH:28][CH:27]=1 |f:2.3.4.5,6.7,9.10.11|. Reported procedure: This compound is prepared by the procedure described in step B of EXAMPLE 68 from 1.85 g of 4-(N'-methylureido)-4-phenylpiperidine (free base), 0.44 ml of acetic acid and 26 ml of MeOH, and then 2.75 g of the compound obtained in step A of EXAMPLE 68 in 26 ml of MeOH and 0.55 g of sodium cyanoborohydride in 26 ml of MeOH. This gives 2 g of the expected product. M.p.=170-173° C.